From a dataset of the Open Reaction Database (ORD), a public repository of structured organic reaction records. describe an organic reaction: reactants, conditions, products, and yield The reactants are O (water), COC(NC=1SC2=C(N1)C(=CC=C2)OC)=O ((4-Methoxy-benzothiazol-2-yl)-carbamic acid methyl ester), C(C)(=O)[O-].[Na+] (sodium acetate), ICl (iodine monochloride). Run in C(C)(=O)O (acetic acid). Conditions: time 15 hour. The product is COC(NC=1SC2=C(N1)C(=CC=C2I)OC)=O ((7-Iodo-4-methoxy-benzothiazol-2-yl)-carbamic acid methyl ester). As a reaction SMILES: [CH3:1][O:2][C:3](=[O:16])[NH:4][C:5]1[S:6][C:7]2[CH:13]=[CH:12][CH:11]=[C:10]([O:14][CH3:15])[C:8]=2[N:9]=1.C([O-])(=O)C.[Na+].[I:22]Cl.O>C(O)(=O)C>[CH3:1][O:2][C:3](=[O:16])[NH:4][C:5]1[S:6][C:7]2[C:13]([I:22])=[CH:12][CH:11]=[C:10]([O:14][CH3:15])[C:8]=2[N:9]=1 |f:1.2|. Procedure details: (4-Methoxy-benzothiazol-2-yl)-carbamic acid methyl ester (31.0 g, 130 mmol) and sodium acetate (32.3 g, 394 mmol) are dissolved in 400 ml of glacial acetic acid and slowly treated with iodine monochloride (13.5 ml, 264 mmol) at 0° C. The reaction mixture is then slowly warmed to room temperature and stirred for 15 hours. After addition of water (1.31), the formed precipitate is filtered off and washed with water. The filter cake is then dissolved in a minimal amount of tetrahydrofurane (about 15...